describe an organic reaction: reactants, conditions, products, and yield From a dataset of the Open Reaction Database (ORD), a public repository of structured organic reaction records. Starting materials: [OH-].[Na+] (NaOH), Cl (HCl), C(C)(=O)OC(C)=O (acetic anhydride), NC=1N=C(SC1C(=O)N)N1CCOCC1 (4-amino-2-(4-morpholinyl)-1,3-thiazole-5-carboxamide). The solvent is C(C)O (Ethanol), C(C)(=O)O (Acetic Acid). Reaction conditions: temperature 60 celsius, time 3 hour. Product: CC1=NC(C2=C(N1)N=C(S2)N2CCOCC2)=O (5-methyl-2-(4-morpholinyl)[1,3]thiazolo[4,5-d]pyrimidin-7(4H)-one). Isolated yield 79.2%. As a reaction SMILES: [C:1](OC(=O)C)(=O)[CH3:2].[NH2:8][C:9]1[N:10]=[C:11]([N:17]2[CH2:22][CH2:21][O:20][CH2:19][CH2:18]2)[S:12][C:13]=1[C:14]([NH2:16])=[O:15].[OH-].[Na+].Cl>C(O)C.C(O)(=O)C>[CH3:1][C:2]1[NH:8][C:9]2[N:10]=[C:11]([N:17]3[CH2:22][CH2:21][O:20][CH2:19][CH2:18]3)[S:12][C:13]=2[C:14](=[O:15])[N:16]=1 |f:2.3|. Reported procedure: A mixture of acetic anhydride (4 ml, 42.4 mmol), Acetic Acid (2.00 ml) and 4-amino-2-(4-morpholinyl)-1,3-thiazole-5-carboxamide (200 mg, 0.876 mmol) was stirred at 60° C. for 3 h, then quenched with methanol and concentrated under reduced pressure. A mixture of the residue, Ethanol (2.000 ml) and 6N NaOH (2 ml, 12.00 mmol) was irradiated (uwave) at 120° C. for 30 min, then acidified with 6N HCl to pH ˜5. The precipitate was collected, rinsed with water, and dried under vacuum to furnish 5-methyl... Reactants: C1(=CC=CC=C1)C(CCOC(=O)C=1C(=NC(=C(C1C1=CC(=CC=C1)Cl)C(=O)O)C)C)C1=CC=CC=C1 (4-(3-chlorophenyl)-2,6-dimethylpyridine-3,5-dicarboxylic acid mono (3,3-diphenylpropyl) ester), S(=O)(Cl)Cl (thionyl chloride), CN(C)C=O (DMF). Run at time 6 hour. Product: C1(=CC=CC=C1)C(CCOC(C1=C(N=C(C(=C1C1=CC(=CC=C1)Cl)C(=O)N1CCOCC1)C)C)=O)C1=CC=CC=C1 (4-(3-chlorophenyl)-2,6-dimethyl-5-(morpholine-4-carbonyl)nicotinic acid (3,3-diphenylpropyl) ester). As a reaction SMILES: C1([CH:7]([C:31]2[CH:36]=[CH:35][CH:34]=[CH:33][CH:32]=2)[CH2:8][CH2:9][O:10][C:11]([C:13]2[C:14]([CH3:30])=[N:15][C:16]([CH3:29])=[C:17](C(O)=O)[C:18]=2[C:19]2[CH:24]=[CH:23][CH:22]=[C:21]([Cl:25])[CH:20]=2)=[O:12])C=CC=CC=1.S(Cl)(Cl)=O.[CH3:41][N:42]([CH:44]=[O:45])[CH3:43]>>[C:19]1([CH:7]([C:31]2[CH:36]=[CH:35][CH:34]=[CH:33][CH:32]=2)[CH2:8][CH2:9][O:10][C:11](=[O:12])[C:13]2[C:18]([C:19]3[CH:24]=[CH:23][CH:22]=[C:21]([Cl:25])[CH:20]=3)=[C:17]([C:44]([N:42]3[CH2:43][CH2:11][O:10][CH2:9][CH2:41]3)=[O:45])[C:16]([CH3:29])=[N:15][C:14]=2[CH3:30])[CH:24]=[CH:23][CH:22]=[CH:21][CH:20]=1. Reported procedure: 50.0 mg (0.100 mmol) of 4-(3-chlorophenyl)-2,6-dimethylpyridine-3,5-dicarboxylic acid mono (3,3-diphenylpropyl) ester and 5 ml of thionyl chloride were stirred in DMF at room temperature for 1 hour. After concentration under reduced pressure, the residue was dissolved in 3 ml of dichloromethane. 1 ml of morpholine was added and stirred at room temperature for 6 hours. After concentration under reduced pressure, ethyl acetate was added and the residue was washed with water. The organic layer was ... The reactants are C(C)C1=C(N=C2N(C1=O)C=CN2)C (6-ethyl-7-methylimidazo[1,2-a]-pyrimidin-5(1H)-one), [Si](C)(C)(C(C)(C)C)OC1=CC=C(C(=O)C2=CC=C(CBr)C=C2)C=C1 (4-(4-t-butyldimethylsilyloxybenzoyl)benzyl bromide), C([O-])([O-])=O.[K+].[K+] (potassium carbonate), CS(=O)C (dimethyl sulfoxide). The solvent is CN(C)C=O (DMF). Product: C(C)C1=C(N=C2N(C1=O)C=CN2CC2=CC=C(C=C2)C(C2=CC=C(C=C2)O)=O)C (6-Ethyl-1-[4-(4-hydroxybenzoyl)benzyl]-7-methyl-imidazo[1,2-a]pyrimidin-5(1H)-one). Isolated yield 10.6%. As a reaction SMILES: [CH2:1]([C:3]1[C:8](=[O:9])[N:7]2[CH:10]=[CH:11][NH:12][C:6]2=[N:5][C:4]=1[CH3:13])[CH3:2].[Si]([O:21][C:22]1[CH:37]=[CH:36][C:25]([C:26]([C:28]2[CH:35]=[CH:34][C:31]([CH2:32]Br)=[CH:30][CH:29]=2)=[O:27])=[CH:24][CH:23]=1)(C(C)(C)C)(C)C.C(=O)([O-])[O-].[K+].[K+].CS(C)=O>CN(C=O)C>[CH2:1]([C:3]1[C:8](=[O:9])[N:7]2[CH:10]=[CH:11][N:12]([CH2:32][C:31]3[CH:30]=[CH:29][C:28]([C:26](=[O:27])[C:25]4[CH:36]=[CH:37][C:22]([OH:21])=[CH:23][CH:24]=4)=[CH:35][CH:34]=3)[C:6]2=[N:5][C:4]=1[CH3:13])[CH3:2] |f:2.3.4|. Procedure: A solution of 6-ethyl-7-methylimidazo[1,2-a]-pyrimidin-5(1H)-one (3.93 g), 4-(4-t-butyldimethylsilyloxybenzoyl)benzyl bromide (14.79 g) and potassium carbonate (5.97 g) in DMF (25 ml)-dimethyl sulfoxide (25 ml) was stirred at room temperature for 20 hours. This reaction mixture was concentrated and the residue was extracted with ethyl acetate. The extract was washed with water, dried, and concentrated. The residue was purified by silica gel column chromatography (dichloromethane: methanol =9:1) ... Starting materials: Cc1cc(C(=O)Cl)no1, CNC, CCN(C(C)C)C(C)C, ClCCl, O=C(NC12CCC(CC1)Cn1c2nc(C(=O)NCc2ccc(F)cc2)c(O)c1=O)C(=O)N1CCNCC1. Yields the product Cc1cc(C(=O)N2CCN(C(=O)C(=O)NC34CCC(CC3)Cn3c4nc(C(=O)NCc4ccc(F)cc4)c(O)c3=O)CC2)no1. RXN SMILES: [CH3:47][c:48]1[cH:49][c:50]([C:53](=[O:54])[Cl:55])[n:51][o:52]1.[CH3:56][NH:57][CH3:58].[CH:38]([N:39]([CH:40]([CH3:41])[CH3:42])[CH2:43][CH3:44])([CH3:45])[CH3:46].[Cl:59][CH2:60][Cl:61].[F:1][c:2]1[cH:3][cH:4][c:5]([CH2:6][NH:7][C:8](=[O:9])[c:10]2[n:11][c:12]3[n:13]([c:32](=[O:35])[c:33]2[OH:34])[CH2:14][CH:15]2[CH2:16][CH2:17][C:18]3([NH:21][C:22]([C:23]([N:24]3[CH2:25][CH2:26][NH:27][CH2:28][CH2:29]3)=[O:30])=[O:31])[CH2:19][CH2:20]2)[cH:36][cH:37]1>>[F:1][c:2]1[cH:3][cH:4][c:5]([CH2:6][NH:7][C:8](=[O:9])[c:10]2[n:11][c:12]3[n:13]([c:32](=[O:35])[c:33]2[OH:34])[CH2:14][CH:15]2[CH2:16][CH2:17][C:18]3([NH:21][C:22]([C:23]([N:24]3[CH2:25][CH2:26][N:27]([C:53]([c:50]4[cH:49][c:48]([CH3:47])[o:52][n:51]4)=[O:54])[CH2:28][CH2:29]3)=[O:30])=[O:31])[CH2:19][CH2:20]2)[cH:36][cH:37]1. Starting materials: CC1(C)OB(c2cnc(N)nc2)OC1(C)C, Cc1c(CN2CCN(C(=O)C(C)O)CC2)sc2c(N3CCOCC3)nc(Cl)nc12. Yields the product Cc1c(CN2CCN(C(=O)C(C)O)CC2)sc2c(N3CCOCC3)nc(-c3cnc(N)nc3)nc12. Reaction SMILES: [CH3:30][C:31]1([CH3:32])[C:33]([CH3:34])([CH3:35])[O:36][B:37]([c:38]2[cH:39][n:40][c:41]([NH2:44])[n:42][cH:43]2)[O:45]1.[Cl:1][c:2]1[n:3][c:4]([N:24]2[CH2:25][CH2:26][O:27][CH2:28][CH2:29]2)[c:5]2[c:6]([n:7]1)[c:8]([CH3:23])[c:9]([CH2:11][N:12]1[CH2:13][CH2:14][N:15]([C:18]([CH:19]([CH3:20])[OH:21])=[O:22])[CH2:16][CH2:17]1)[s:10]2>>[c:2]1(-[c:38]2[cH:39][n:40][c:41]([NH2:44])[n:42][cH:43]2)[n:3][c:4]([N:24]2[CH2:25][CH2:26][O:27][CH2:28][CH2:29]2)[c:5]2[c:6]([n:7]1)[c:8]([CH3:23])[c:9]([CH2:11][N:12]1[CH2:13][CH2:14][N:15]([C:18]([CH:19]([CH3:20])[OH:21])=[O:22])[CH2:16][CH2:17]1)[s:10]2.